This data is from the Open Reaction Database (ORD), a public repository of structured organic reaction records. The task is: describe an organic reaction: reactants, conditions, products, and yield The reactants are solution, CC1=CC=C(C(C(=O)O)=C1)N (5-methylanthranilic acid), C(=O)(Cl)Cl (phosgene). Run in C1(=CC=CC=C1)C (toluene), O1CCOCC1 (1,4-dioxane). Conditions: time 8 hour. Product: CC1=CC=C2C(C(=O)OC(N2)=O)=C1 (5-methylisatoic anhydride). Isolated yield 83.7%. As a reaction SMILES: [CH3:1][C:2]1[CH:10]=[C:6]([C:7]([OH:9])=[O:8])[C:5]([NH2:11])=[CH:4][CH:3]=1.[C:12](Cl)(Cl)=[O:13]>O1CCOCC1.C1(C)C=CC=CC=1>[CH3:1][C:2]1[CH:10]=[C:6]2[C:7]([O:9][C:12](=[O:13])[NH:11][C:5]2=[CH:4][CH:3]=1)=[O:8]. Reported procedure: To a mixture of 10.0 g (66.0 mmol) of 5-methylanthranilic acid in 60 mL of 1,4-dioxane was slowly added 100 mL (193 mmol) of a 1.93 molar solution of phosgene in toluene, at room temperature. The mixture was stirred overnight at room temperature, followed by concentration in vacuo to a small volume. The concentrated reaction mixture was filtered through silica and the filter cake was washed with hexane to give 9.81 g (83.7%) of the 5-methylisatoic anhydride as a light yellow solid. MS (Cl mode) ... The reactants are FC1=NC(=C2N=CN(C2=N1)C(C)C)NCC1=NC=CC=C1 ((2-fluoro-9-isopropyl-9H-purin-6-yl)-pyridin-2-ylmethyl-amine), CCN(C(C)C)C(C)C (DIEA), N[C@@H](C(C(C)C)O)CC ((3RS,4R)-4-amino-2-methyl-hexan-3-ol). The solvent is CCCCO.CS(=O)C (n-BuOH DMSO). Conditions: time 72 hour. Product: C(C)(C)N1C2=NC(=NC(=C2N=C1)NCC1=NC=CC=C1)N[C@@H](C(C(C)C)O)CC ((3RS,4R)-4-{9-Isopropyl-6-[(pyridin-2-ylmethyl)-amino]-9H-purin-2-ylamino}-2-methyl-hexan-3-ol). RXN SMILES: F[C:2]1[N:10]=[C:9]2[C:5]([N:6]=[CH:7][N:8]2[CH:11]([CH3:13])[CH3:12])=[C:4]([NH:14][CH2:15][C:16]2[CH:21]=[CH:20][CH:19]=[CH:18][N:17]=2)[N:3]=1.CCN(C(C)C)C(C)C.[NH2:31][C@H:32]([CH2:38][CH3:39])[CH:33]([OH:37])[CH:34]([CH3:36])[CH3:35]>CCCCO.CS(C)=O>[CH:11]([N:8]1[CH:7]=[N:6][C:5]2[C:9]1=[N:10][C:2]([NH:31][C@H:32]([CH2:38][CH3:39])[CH:33]([OH:37])[CH:34]([CH3:36])[CH3:35])=[N:3][C:4]=2[NH:14][CH2:15][C:16]1[CH:21]=[CH:20][CH:19]=[CH:18][N:17]=1)([CH3:13])[CH3:12] |f:3.4|. Reported procedure: To a stirred solution of (2-fluoro-9-isopropyl-9H-purin-6-yl)-pyridin-2-ylmethyl-amine (30 mg, 1 eq, 0.10 mmol) in n-BuOH/DMSO (2.5 mL, 4:1) at room temperature under an argon atmosphere was added DIEA (0.10 mL, 5.5 eq, 0.57 mmol) followed by (3RS,4R)-4-amino-2-methyl-hexan-3-ol (42 mg, 3.0 eq, 0.32 mmol). The reaction mixture was placed in a preheated oil bath at 140° C. and stirred at this temperature for 72 h. The reaction mixture was allowed to cool to room temperature and the solvent was ev... The reactants are CNCC1(CCOCC1)C1=CC=C(C=C1)OCCCN1CCCC1 (methyl-{4-[4-(3-pyrrolidin-1-ylpropoxy)phenyl]-tetrahydropyran-4-ylmethyl}amine), C(C)OC1(CC1)O[Si](C)(C)C ((1-Ethoxy-cyclopropoxy)-trimethylsilane), CC(=O)O (AcOH), [BH3-]C#N.[Na+] (NaCNBH3). Run in CO (MeOH). The product is CN(C1CC1)CC1(CCOCC1)C1=CC=C(C=C1)OCCCN1CCCC1 (N-methyl-N-({4-[4-(3-pyrrolidin-1-ylpropoxy)phenyl]tetrahydro-2H-Pyran-4-yl}methyl)cyclopropanamine). Yield: 15.4%. As a reaction SMILES: [CH3:1][NH:2][CH2:3][C:4]1([C:10]2[CH:15]=[CH:14][C:13]([O:16][CH2:17][CH2:18][CH2:19][N:20]3[CH2:24][CH2:23][CH2:22][CH2:21]3)=[CH:12][CH:11]=2)[CH2:9][CH2:8][O:7][CH2:6][CH2:5]1.C(O[C:28]1(O[Si](C)(C)C)[CH2:30][CH2:29]1)C.CC(O)=O.[BH3-]C#N.[Na+]>CO>[CH3:1][N:2]([CH2:3][C:4]1([C:10]2[CH:15]=[CH:14][C:13]([O:16][CH2:17][CH2:18][CH2:19][N:20]3[CH2:24][CH2:23][CH2:22][CH2:21]3)=[CH:12][CH:11]=2)[CH2:9][CH2:8][O:7][CH2:6][CH2:5]1)[CH:28]1[CH2:30][CH2:29]1 |f:3.4|. Procedure: A mixture of methyl-{4-[4-(3-pyrrolidin-1-ylpropoxy)phenyl]-tetrahydropyran-4-ylmethyl}amine (115 mg, 0.35 mmol), (1-Ethoxy-cyclopropoxy)-trimethylsilane (360 mg, 2.0 mmol), AcOH (0.2 ml, 3.5 mmol), NaCNBH3 (110 mg, 1.75 mmol) and 4 Å molecular sieves (100 mg) in MeOH (5 ml) was heated to reflux for 18 hours. The mixture was cooled, concentrated in vacuo and partitioned between 2M NaOH (10 ml) and DCM (10 ml). The organic phase was separated and the aqueous phase extracted with DCM (2×10 ml). Th... Reactants: C(C)(=O)OC1=CC=C(C=C)C=C1 (p-acetyloxystyrene), C(C)(C)(C)OC1=CC=C(C=C)C=C1 (p-tert-butoxystyrene), N(=NC(C#N)(C(C)C)C)C(C#N)(C(C)C)C (2,2'-azobis(2-methylisovaleronitrile)), ( 1 ). Procedure details: Using 48.6 g (0.3 mol) of p-acetyloxystyrene, 17.6 g (0.1 mol) of p-tert-butoxystyrene and a catalytic amount of 2,2'-azobis(2-methylisovaleronitrile), the procedure of (1) of Preparation Example 3 was carried out for reaction and after-treatments to obtain 59.7 g of poly(p-tert-butoxystyrene/p-acetyloxystyrene) as white powdery crystal. P-acetyoxystyrene unit/p-tert-butoxystyrene unit molar ratio in the polymer≈3:1 (1NMR). Mw≈10,500; Mw/Mn=1.32 (GPC with polystyrene calibration). Reaction SMILES: [C:1]([O:4][C:5]1[CH:12]=[CH:11][C:8]([CH:9]=[CH2:10])=[CH:7][CH:6]=1)(=[O:3])[CH3:2].[C:13]([O:17][C:18]1[CH:25]=[CH:24][C:21]([CH:22]=[CH2:23])=[CH:20][CH:19]=1)([CH3:16])([CH3:15])[CH3:14].N(C(C)(C(C)C)C#N)=NC(C)(C(C)C)C#N>>[C:13]([O:17][C:18]1[CH:19]=[CH:20][C:21]([CH:22]=[CH2:23])=[CH:24][CH:25]=1)([CH3:16])([CH3:14])[CH3:15].[C:1]([O:4][C:5]1[CH:12]=[CH:11][C:8]([CH:9]=[CH2:10])=[CH:7][CH:6]=1)(=[O:3])[CH3:2] |f:3.4|. The product is C(C)(C)(C)OC1=CC=C(C=C)C=C1.C(C)(=O)OC1=CC=C(C=C)C=C1 (p-tert-butoxystyrene p-acetyloxystyrene).